This data is from the Open Reaction Database (ORD), a public repository of structured organic reaction records. The task is: describe an organic reaction: reactants, conditions, products, and yield The reactants are ClC1=NC=C(C=C1)C1=CC=CC=C1 (2-chloro-5-phenylpyridine), [Na] (sodium), N (ammonia), ferrous nitrate hexahydrate, [Cl-].[NH4+] (Ammonium chloride), NC1=NC=C(C=C1)CCCC (2-amino-5-n-butylpyridine). The solvent is C(C)OCC (diethyl ether). Yields the product NC1=NC=C(C=C1)C1=CC=CC=C1 (2-amino-5-phenylpyridine). The yield is 36.0%. As a reaction SMILES: Cl[C:2]1[CH:7]=[CH:6][C:5]([C:8]2[CH:13]=[CH:12][CH:11]=[CH:10][CH:9]=2)=[CH:4][N:3]=1.[Na].N.[Cl-].[NH4+].[NH2:18]C1C=CC(CCCC)=CN=1>C(OCC)C>[NH2:18][C:2]1[CH:7]=[CH:6][C:5]([C:8]2[CH:13]=[CH:12][CH:11]=[CH:10][CH:9]=2)=[CH:4][N:3]=1 |f:3.4,^1:13|. Reported procedure: A solution of 2-chloro-5-phenylpyridine (4.0 g., 0.021 mole) in dry diethyl ether (160 ml.) was added dropwise to a solution of sodium (3.39 g., 0.15 g-atom) in liquid ammonia (160 ml.) containing ferrous nitrate hexahydrate (0.095 g.). The resulting suspension was allowed to reflux for 4 hours. Ammonium chloride was added and the ammonia allowed to evaporate. The residue was treated with 5% aqueous sodium hydroxide (5 ml.). The mixture was filtered. The aqueous layer was extracted with ether (2... Reactants: C(C1=CC=CC=C1)OC(N[C@@H]1[C@H](CC2(OCCO2)CC1)CO)=O (((7S,8S)-7-Hydroxymethyl-1,4-dioxa-spiro[4.5]dec-8-yl)-carbamic acid benzyl ester). Reagents/catalysts: [OH-].[OH-].[Pd+2] (Pd(OH)2/C). Run in CO (MeOH). Product: N[C@@H]1[C@H](CC2(OCCO2)CC1)CO (((7S,8S)-8-Amino-1,4-dioxa-spiro[4.5]dec-7-yl)-methanol). RXN SMILES: C(OC(=O)[NH:10][C@H:11]1[CH2:20][CH2:19][C:14]2([O:18][CH2:17][CH2:16][O:15]2)[CH2:13][C@@H:12]1[CH2:21][OH:22])C1C=CC=CC=1>CO.[OH-].[OH-].[Pd+2]>[NH2:10][C@H:11]1[CH2:20][CH2:19][C:14]2([O:15][CH2:16][CH2:17][O:18]2)[CH2:13][C@@H:12]1[CH2:21][OH:22] |f:2.3.4|. Procedure details: Preparation A4, Step 4: A solution of (7R,8S)-8-(S-1-Phenyl-ethylamino)-1,4-dioxa-spiro[4.5]decane-7-carboxylic acid ethyl ester (55 g, 0.165 mol) in ether (300 ml) is cooled to 0° C. in an ice bath and treated slowly with LAH (12.5 g, 0.32 mol). After the addition is complete the mixture is stirred for an additional 45 mins and then quenched by drop-wise addition of 12 ml of water followed by 50 ml of 1 N NaOH (caution: vigorous foaming). The resultant suspension is stirred in the ice bath for ...